From a dataset of the Open Reaction Database (ORD), a public repository of structured organic reaction records. describe an organic reaction: reactants, conditions, products, and yield The reactants are C(C)(C)(C)OC(=O)N1CCC(CC1)CCC(=O)O (4-(2-carboxy-ethyl)-piperidine-1-carboxylic acid tert-butyl ester), S(=O)(Cl)Cl (thionylchloride), CO (methanol). Conditions: time 30 minute. Yields the product Cl.COC(CCC1CCNCC1)=O (3-piperidin-4-yl-propionic acid methyl ester hydrochloride). Reaction SMILES: C(OC([N:8]1[CH2:13][CH2:12][CH:11]([CH2:14][CH2:15][C:16]([OH:18])=[O:17])[CH2:10][CH2:9]1)=O)(C)(C)C.S(Cl)([Cl:21])=O.[CH3:23]O>>[ClH:21].[CH3:23][O:18][C:16](=[O:17])[CH2:15][CH2:14][CH:11]1[CH2:10][CH2:9][NH:8][CH2:13][CH2:12]1 |f:3.4|. Procedure details: To a solution of 4-(2-carboxy-ethyl)-piperidine-1-carboxylic acid tert-butyl ester (1.95 g; 7.58 mmol) in methanol (5 mL) is slowly added thionylchloride (0.99 g; 8.34 mmol) and the reaction mixture is stirred at room temperature for 30 minutes. All volatiles are then removed under high vacuum and the resulting residue triturated with diethyl ether, sucked to dryness and washed (diethyl ether) to afford the desired compound (1.49 g; 7.18 mmol). Starting materials: [Br-], C1CCOC1, Cc1ccc(COc2cccc(C=O)c2)cc1, CCCCCC, [Li]CCCC, O, c1ccc([P+](Cc2ccc(CN3CCCCC3)cc2)(c2ccccc2)c2ccccc2)cc1. Yields the product Cc1ccc(COc2cccc(C=Cc3ccc(CN4CCCCC4)cc3)c2)cc1. RXN SMILES: [Br-:1].[CH2:35]1[O:36][CH2:37][CH2:38][CH2:39]1.[CH3:45][c:46]1[cH:47][cH:48][c:49]([CH2:50][O:51][c:52]2[cH:53][c:54]([CH:55]=[O:56])[cH:57][cH:58][cH:59]2)[cH:60][cH:61]1.[CH3:62][CH2:63][CH2:64][CH2:65][CH2:66][CH3:67].[Li:40][CH2:41][CH2:42][CH2:43][CH3:44].[OH2:68].[c:2]1([P+:3]([c:4]2[cH:5][cH:6][cH:7][cH:8][cH:23]2)([CH2:9][c:10]2[cH:11][cH:12][c:13]([CH2:16][N:17]3[CH2:18][CH2:19][CH2:20][CH2:21][CH2:22]3)[cH:14][cH:15]2)[c:24]2[cH:25][cH:26][cH:27][cH:28][cH:29]2)[cH:30][cH:31][cH:32][cH:33][cH:34]1>>[CH:9]([c:10]1[cH:11][cH:12][c:13]([CH2:16][N:17]2[CH2:18][CH2:19][CH2:20][CH2:21][CH2:22]2)[cH:14][cH:15]1)=[CH:55][c:54]1[cH:53][c:52]([O:51][CH2:50][c:49]2[cH:48][cH:47][c:46]([CH3:45])[cH:61][cH:60]2)[cH:59][cH:58][cH:57]1. Reactants: COC1=CC=CC(=C1N)NCCCCOC (6-Methoxy-2-(4-methoxybutylamino)aniline), C(C)(C)(C)OC(=O)N1C[C@H](C[C@H](C1)C(=O)N1CCOCC1)N(CC(C)C)C(C(=O)O)=O ({{(3S,5R)-1-(tert-butoxycarbonyl)-5-(morpholin-4-ylcarbonyl)piperidin-3-yl}(2-methylpropyl)amino}(oxo)acetic acid), C=1C=CC2=C(C1)N=NN2O (HOBt), CCN=C=NCCCN(C)C.Cl (WSC.HCl). Run in ClCCCl (1,2-dichloroethane), C(C)N(CC)CC (triethylamine). Reaction conditions: temperature 60 celsius, time 2 hour. Yields the product COC1=C(C(=CC=C1)NCCCCOC)NC(C(=O)N([C@@H]1CN(C[C@@H](C1)C(=O)N1CCOCC1)C(=O)OC(C)(C)C)CC(C)C)=O (tert-butyl (3S,5R)-3-{{({2-methoxy-6-{(4-methoxybutyl)amino}phenyl}amino)(oxo)acetyl}(2-methylpropyl)amino}-5-(morpholin-4-ylcarbonyl)piperidine-1-carboxylate). The yield is 53.1%. As a reaction SMILES: [CH3:1][O:2][C:3]1[C:8]([NH2:9])=[C:7]([NH:10][CH2:11][CH2:12][CH2:13][CH2:14][O:15][CH3:16])[CH:6]=[CH:5][CH:4]=1.[C:17]([O:21][C:22]([N:24]1[CH2:29][C@H:28]([C:30]([N:32]2[CH2:37][CH2:36][O:35][CH2:34][CH2:33]2)=[O:31])[CH2:27][C@H:26]([N:38]([C:43](=[O:47])[C:44](O)=[O:45])[CH2:39][CH:40]([CH3:42])[CH3:41])[CH2:25]1)=[O:23])([CH3:20])([CH3:19])[CH3:18].C1C=CC2N(O)N=NC=2C=1.CCN=C=NCCCN(C)C.Cl>ClCCCl.C(N(CC)CC)C>[CH3:1][O:2][C:3]1[CH:4]=[CH:5][CH:6]=[C:7]([NH:10][CH2:11][CH2:12][CH2:13][CH2:14][O:15][CH3:16])[C:8]=1[NH:9][C:44](=[O:45])[C:43]([N:38]([CH2:39][CH:40]([CH3:41])[CH3:42])[C@H:26]1[CH2:27][C@@H:28]([C:30]([N:32]2[CH2:33][CH2:34][O:35][CH2:36][CH2:37]2)=[O:31])[CH2:29][N:24]([C:22]([O:21][C:17]([CH3:18])([CH3:19])[CH3:20])=[O:23])[CH2:25]1)=[O:47] |f:3.4|. Procedure details: 6-Methoxy-2-(4-methoxybutylamino)aniline (210 mg), {{(3S,5R)-1-(tert-butoxycarbonyl)-5-(morpholin-4-ylcarbonyl)piperidin-3-yl}(2-methylpropyl)amino}(oxo)acetic acid (308 mg), HOBt (97 mg) and triethylamine (370 μl) were dissolved in 1,2-dichloroethane (15 ml), WSC.HCl (430 mg) was added, and the mixture was stirred at 60° C. for 2 hr. The reaction mixture was concentrated under reduced pressure, diluted with saturated aqueous sodium hydrogen carbonate, and the mixture was extracted with ethyl ac... The reactants are O=C([O-])[O-], CS(=O)(=O)Cl, Clc1ccc(NCc2ccccn2)cc1, ClCCl, [K+], [K+]. Yields the product CS(=O)(=O)N(Cc1ccccn1)c1ccc(Cl)cc1. RXN SMILES: [C:16](=[O:17])([O-:18])[O-:19].[CH3:22][S:23]([Cl:24])(=[O:25])=[O:26].[Cl:1][c:2]1[cH:3][cH:4][c:5]([NH:8][CH2:9][c:10]2[n:11][cH:12][cH:13][cH:14][cH:15]2)[cH:6][cH:7]1.[Cl:27][CH2:28][Cl:29].[K+:20].[K+:21]>>[Cl:1][c:2]1[cH:3][cH:4][c:5]([N:8]([CH2:9][c:10]2[n:11][cH:12][cH:13][cH:14][cH:15]2)[S:23]([CH3:22])(=[O:25])=[O:26])[cH:6][cH:7]1. Starting materials: [H-].[Na+] (Sodium hydride), FC(C1=CC=2N3C4=C(C=CC=C4SC2C=C1)C(NC3=O)=O)(F)F (10-trifluoromethyl-1H-pyrimido[5,4,3-kl]phenothiazine -1,3(2H)-dione), BrCCO (2-bromoethanol). Solvent: CN(C=O)C (dimethylformamide). Run at time 1 hour. The product is OCCN1C(N2C3=C(C=CC=C3SC=3C=CC(=CC23)C(F)(F)F)C1=O)=O (2-(2-Hydroxyethyl)-10-trifluoromethyl-1H-pyrimido[5,4,3-kl]phenothiazine-1,3(2H)-dione). Reaction SMILES: [H-].[Na+].[F:3][C:4]([F:25])([F:24])[C:5]1[CH:18]=[CH:17][C:16]2[S:15][C:14]3[C:9]4=[C:10]([C:19](=[O:23])[NH:20][C:21](=[O:22])[N:8]4[C:7]=2[CH:6]=1)[CH:11]=[CH:12][CH:13]=3.Br[CH2:27][CH2:28][OH:29]>CN(C)C=O>[OH:29][CH2:28][CH2:27][N:20]1[C:19](=[O:23])[C:10]2[CH:11]=[CH:12][CH:13]=[C:14]3[S:15][C:16]4[CH:17]=[CH:18][C:5]([C:4]([F:24])([F:3])[F:25])=[CH:6][C:7]=4[N:8]([C:9]=23)[C:21]1=[O:22] |f:0.1|. Reported procedure: 57% Sodium hydride in mineral oil (8.4 g., 0.200 mol.) was added to a stirred solution of 28.0 g (0.0834 mol.) of 10-trifluoromethyl-1H-pyrimido[5,4,3-kl]phenothiazine -1,3(2H)-dione in 220 ml. of dry dimethylformamide. The mixture was stirred for 1 hour at 25°, then 54.0 g. (0.432 mol.) of 2-bromoethanol was added. The resulting mixture was stirred for 4.5 hours at 25°, then filtered. The filtrate was evaporated to dryness under reduced pressure and the residue was chromatographed on silica gel... The reactants are C1(=CC=CC=C1)N1C(N(C(C=2NC=NC12)=O)CP(C)(C)=O)=O ([1-(3-Phenylxanthin-1-yl)methyl]dimethylphosphine Oxide), ClCC1CC1 (chloromethylcyclopropane), C([O-])([O-])=O.[K+].[K+] (potassium carbonate). Yields the product C1(CC1)CN1C=NC=2N(C(N(C(C12)=O)CP(C)(C)=O)=O)C1=CC=CC=C1 ([1-(7-Cyclopropylmethyl-3-phenylxanthin-1-yl)methyl]dimethylphosphine Oxide). As a reaction SMILES: [C:1]1([N:7]2[C:15]3[N:14]=[CH:13][NH:12][C:11]=3[C:10](=[O:16])[N:9]([CH2:17][P:18](=[O:21])([CH3:20])[CH3:19])[C:8]2=[O:22])[CH:6]=[CH:5][CH:4]=[CH:3][CH:2]=1.Cl[CH2:24][CH:25]1[CH2:27][CH2:26]1.C(=O)([O-])[O-].[K+].[K+]>>[CH:25]1([CH2:24][N:12]2[C:11]3[C:10](=[O:16])[N:9]([CH2:17][P:18](=[O:21])([CH3:20])[CH3:19])[C:8](=[O:22])[N:7]([C:1]4[CH:2]=[CH:3][CH:4]=[CH:5][CH:6]=4)[C:15]=3[N:14]=[CH:13]2)[CH2:27][CH2:26]1 |f:2.3.4|. Procedure: 3.9 g (0.0123 mol) of [1-(3-phenylxanthin-1-yl)methyl]dimethylphosphine oxide (Example 70) were stirred at 70° C. for 6 hours with 1.33 g (0.0147 mol) of chloromethylcyclopropane and 2 g of potassium carbonate. The solution was filtered and concentrated, and the residue which remained was chromatographed on silica gel (eluent: ethyl acetate/methanol 10:1).